Dataset: the Open Reaction Database (ORD), a public repository of structured organic reaction records. Task: describe an organic reaction: reactants, conditions, products, and yield The reactants are C1CCOC1, C[Si](C)(C)[N-][Si](C)(C)C, CI, CCOC(C)=O, [Cl-], COC(=O)Cc1ccc(B2OC(C)(C)C(C)(C)O2)c(Cl)c1, [Li+], [NH4+], O. Yields the product COC(=O)C(C)c1ccc(B2OC(C)(C)C(C)(C)O2)c(Cl)c1. RXN SMILES: [CH2:36]1[O:37][CH2:38][CH2:39][CH2:40]1.[CH3:1][Si:2]([N-:3][Si:4]([CH3:5])([CH3:6])[CH3:7])([CH3:8])[CH3:9].[CH3:32][I:33].[CH3:42][CH2:43][O:44][C:45](=[O:46])[CH3:47].[Cl-:34].[Cl:11][c:12]1[cH:13][c:14]([CH2:27][C:28](=[O:29])[O:30][CH3:31])[cH:15][cH:16][c:17]1[B:18]1[O:19][C:20]([CH3:25])([CH3:26])[C:21]([CH3:23])([CH3:24])[O:22]1.[Li+:10].[NH4+:35].[OH2:41]>>[Cl:11][c:12]1[cH:13][c:14]([CH:27]([C:28](=[O:29])[O:30][CH3:31])[CH3:32])[cH:15][cH:16][c:17]1[B:18]1[O:19][C:20]([CH3:25])([CH3:26])[C:21]([CH3:23])([CH3:24])[O:22]1. Reactants: C(CC)N(C=O)C (N-propyl-N-methyl formamide), CN(C(C1=CC=CC=C1)=O)C (N,N-dimethylbenzamide), (vinyl)polystyrene. Run in CN(C(C)=O)C (N,N-dimethylacetamide). Yields the product C(CC)N(C(C)=O)C (N-propyl-N-methylacetamide), C(CC)N(C(C1=CC=CC=C1)=O)C (N-propyl-N-methylbenzamide). Reaction SMILES: [CH2:1]([N:4]([CH3:7])[CH:5]=[O:6])[CH2:2][CH3:3].[CH3:8][N:9]([CH3:18])[C:10](=[O:17])[C:11]1[CH:16]=[CH:15][CH:14]=[CH:13][CH:12]=1>CN(C)C(=O)C>[CH2:1]([N:4]([CH3:7])[C:5](=[O:6])[CH3:8])[CH2:2][CH3:3].[CH2:8]([N:9]([CH3:18])[C:10](=[O:17])[C:11]1[CH:12]=[CH:13][CH:14]=[CH:15][CH:16]=1)[CH2:1][CH3:2]. Procedure: Table 1 lists the addition products of some typical small molecule amides. In the case of N,N-dimethylformamide (DMF), the double bond content nearly completely disappeared, after stirring for 3 days in the presence of DTBP at 125° C. to give a mixture of products 2a and 2b. Abstraction of the carbonyl-bonded hydrogen atom results in the formation of the N,N-dimethyl amide 2b (13C NMR: 171 ppm; IR: 1655 cm−1; >N—CO—CH2—). However, abstraction of the hydrogen atom of the nitrogen-bonded methyl gr...